Dataset: the Open Reaction Database (ORD), a public repository of structured organic reaction records. Task: describe an organic reaction: reactants, conditions, products, and yield Reactants: ClC1=C(C=C(C=O)C=C1)[N+](=O)[O-] (4-chloro-3-nitrobenzaldehyde), O (water), COC(=O)CP(=O)(OC)OC (Trimethyl phosphonoacetate), [H-].[Na+] (sodium hydride). Run in C1CCOC1 (THF), C1CCOC1 (THF). Reaction conditions: temperature 0 celsius, time 15 minute. The product is COC(C=CC1=CC(=C(C=C1)Cl)[N+](=O)[O-])=O (3-(4-Chloro-3-nitro-phenyl)-acrylic acid methyl ester). As a reaction SMILES: [CH3:1][O:2][C:3]([CH2:5]P(OC)(OC)=O)=[O:4].[H-].[Na+].[Cl:14][C:15]1[CH:22]=[CH:21][C:18]([CH:19]=O)=[CH:17][C:16]=1[N+:23]([O-:25])=[O:24].O>C1COCC1>[CH3:1][O:2][C:3](=[O:4])[CH:5]=[CH:19][C:18]1[CH:21]=[CH:22][C:15]([Cl:14])=[C:16]([N+:23]([O-:25])=[O:24])[CH:17]=1 |f:1.2|. Procedure details: Trimethyl phosphonoacetate (245 mg, 1.35 mmol) in THF (2.5 mL) was added dropwise (caution—vigorous reaction!) to sodium hydride (60% in oil) (83 mg, 2.02 mmol) under an atmosphere of nitrogen at 0° C. The reaction mixture was stirred for 15 minutes at 0° C. and then 4-chloro-3-nitrobenzaldehyde (46) (250 mg, 1.35 mmol) in THF was added dropwise. After 2 hours, water was added and the solvent concentrated in vacuo. The solid was filtered and dried to provide the crude title compound. Yield: 190 ... Reactants: CO, CCOC(=O)c1nc(-c2ccc(Cl)cc2Cl)c(-c2ccc(Cl)cc2)s1, N, [Na]. Yields the product NC(=O)c1nc(-c2ccc(Cl)cc2Cl)c(-c2ccc(Cl)cc2)s1. RXN SMILES: [CH3:28][OH:29].[Cl:2][c:3]1[cH:4][cH:5][c:6](-[c:9]2[c:10](-[c:19]3[c:20]([Cl:26])[cH:21][c:22]([Cl:25])[cH:23][cH:24]3)[n:11][c:12]([C:14](=[O:15])[O:16][CH2:17][CH3:18])[s:13]2)[cH:7][cH:8]1.[NH3:1].[Na:27]>>[NH2:1][C:14]([c:12]1[n:11][c:10](-[c:19]2[c:20]([Cl:26])[cH:21][c:22]([Cl:25])[cH:23][cH:24]2)[c:9](-[c:6]2[cH:5][cH:4][c:3]([Cl:2])[cH:8][cH:7]2)[s:13]1)=[O:15]. Reactants: CC=1OCCN1 (2-methyloxazoline), CC(=CCBr)C (3-methyl-2-butenyl bromide). Product: [Br-].CC=1OCC[N+]1CC=C(C)C (2-methyl-3-(3-methyl-2-butenyl)-2-oxazolinium bromide). As a reaction SMILES: [CH3:1][C:2]1[O:3][CH2:4][CH2:5][N:6]=1.[CH3:7][C:8]([CH3:12])=[CH:9][CH2:10][Br:11]>>[Br-:11].[CH3:1][C:2]1[O:3][CH2:4][CH2:5][N+:6]=1[CH2:10][CH:9]=[C:8]([CH3:12])[CH3:7] |f:2.3|. Reported procedure: 8.5 g (0.1 mol) of 2-methyloxazoline and 14.9 g (0.1 mol) of 3-methyl-2-butenyl bromide (prenyl bromide) were stirred at 20°-25° C. for 2 hours, crystalline, hygroscopic 2-methyl-3-(3-methyl-2-butenyl)-2-oxazolinium bromide being formed in an exothermic reaction. Reactants: FC1=CC=C(C=O)C=C1 (p-fluorobenzaldehyde), Cl (hydrochloric acid), C1OC=2C=C(C=CC2O1)O (3,4-methylenedioxyphenol), oil, [H-].[Na+] (sodium hydride). Solvent: CS(=O)C (DMSO), O (water), CS(=O)C (DMSO), CS(=O)C (DMSO). Conditions: temperature 150 celsius, time 12 hour. Yields the product C1OC=2C=C(OC3=CC=C(C=O)C=C3)C=CC2O1 (4-(3.4-Methylenedioxyphenoxy) benzaldehyde). The yield is 67.7%. RXN SMILES: [CH2:1]1[O:9][C:8]2[CH:7]=[CH:6][C:5]([OH:10])=[CH:4][C:3]=2[O:2]1.[H-].[Na+].F[C:14]1[CH:21]=[CH:20][C:17]([CH:18]=[O:19])=[CH:16][CH:15]=1.Cl>CS(C)=O.O>[CH2:1]1[O:9][C:8]2[CH:7]=[CH:6][C:5]([O:10][C:14]3[CH:21]=[CH:20][C:17]([CH:18]=[O:19])=[CH:16][CH:15]=3)=[CH:4][C:3]=2[O:2]1 |f:1.2|. Procedure details: A solution of 3,4-methylenedioxyphenol (7.0 g, 50.7 mmol) in anhydrous DMSO (20 mL) was added dropwise over 30 minutes to a stirred suspension of 60% oil dispersion sodium hydride (2.02 g, 50 mmol) in anhydrous DMSO (40 mL) under a nitrogen atmosphere. Upon completion of addition, a solution of p-fluorobenzaldehyde (6.2 g, 50 mmol) in DMSO (10 mL) was added, and the temperature was slowly raised to 150° C. The reaction mixture was maintained at 130°-160° C. for one hour and then allowed to cool ... Starting materials: CCOC(=O)CBr, CCN(C(C)C)C(C)C, O=C(Nc1ccc(F)c([N+](=O)[O-])c1)c1ccc(S)nc1, CN(C)C=O, O. The product is CCOC(=O)CSc1ccc(C(=O)Nc2ccc(F)c([N+](=O)[O-])c2)cn1. RXN SMILES: [Br:21][CH2:22][C:23](=[O:24])[O:25][CH2:26][CH3:27].[CH:28]([N:29]([CH2:30][CH3:31])[CH:32]([CH3:33])[CH3:34])([CH3:35])[CH3:36].[F:1][c:2]1[c:3]([N+:18](=[O:19])[O-:20])[cH:4][c:5]([NH:8][C:9]([c:10]2[cH:11][n:12][c:13]([SH:16])[cH:14][cH:15]2)=[O:17])[cH:6][cH:7]1.[O:38]=[CH:39][N:40]([CH3:41])[CH3:42].[OH2:37]>>[F:1][c:2]1[c:3]([N+:18](=[O:19])[O-:20])[cH:4][c:5]([NH:8][C:9]([c:10]2[cH:11][n:12][c:13]([S:16][CH2:22][C:23](=[O:24])[O:25][CH2:26][CH3:27])[cH:14][cH:15]2)=[O:17])[cH:6][cH:7]1.